Dataset: the Open Reaction Database (ORD), a public repository of structured organic reaction records. Task: describe an organic reaction: reactants, conditions, products, and yield Starting materials: CCCCN1Cc2c([nH]c3ccccc23)C1=O, C1CCOC1. The product is CCCCN1Cc2[nH]c3ccccc3c2C1. As a reaction SMILES: [CH2:1]([CH2:2][CH2:3][CH3:4])[N:5]1[C:6](=[O:17])[c:7]2[nH:8][c:9]3[cH:10][cH:11][cH:12][cH:13][c:14]3[c:15]2[CH2:16]1.[O:18]1[CH2:19][CH2:20][CH2:21][CH2:22]1>>[CH2:1]([CH2:2][CH2:3][CH3:4])[N:5]1[CH2:6][c:7]2[nH:8][c:9]3[cH:10][cH:11][cH:12][cH:13][c:14]3[c:15]2[CH2:16]1. The reactants are CC1=CC(=NC=C1[N+](=O)[O-])N1CCCC1.COC1=NC=C(C(=C1)C)[N+](=O)[O-] (2-methoxy-4-methyl-5-nitropyridine 4-Methyl-5-nitro-2-pyrrolidin-1-ylpyridine). Reagents/catalysts: [Pd] (palladium on carbon). The solvent is O1CCCC1 (tetrahydrofuran). Conditions: time 6 hour. Product: COC1=CC(=C(C=N1)N)C (6-Methoxy-4-methylpyridin-3-amine). The yield is 94.9%. As a reaction SMILES: CC1C([N+]([O-])=O)=CN=C(N2CCCC2)C=1.[CH3:16][O:17][C:18]1[CH:23]=[C:22]([CH3:24])[C:21]([N+:25]([O-])=O)=[CH:20][N:19]=1>[Pd].O1CCCC1>[CH3:16][O:17][C:18]1[N:19]=[CH:20][C:21]([NH2:25])=[C:22]([CH3:24])[CH:23]=1 |f:0.1|. Reported procedure: A mixture of 2-methoxy-4-methyl-5-nitropyridine 4-Methyl-5-nitro-2-pyrrolidin-1-ylpyridine (1.68 g, 10.0 mmol) and 10% palladium on carbon (168 mg) in tetrahydrofuran (10 mL) was stirred under hydrogen atmosphere at room temperature for 6 hr. Catalyst was removed by filtration and the filtrate was concentrated in vacuo to give the title compound (1.31 g, 9.49 mmol, 95%) as a pale brown solid.